Dataset: the Open Reaction Database (ORD), a public repository of structured organic reaction records. Task: describe an organic reaction: reactants, conditions, products, and yield Yields the product CCSC(C)CCOS(C)(=O)=O. Reactants: CCSC(C)CCO, CS(=O)(=O)Cl, ClCCl. RXN SMILES: [CH2:1]([CH3:2])[S:3][CH:4]([CH2:5][CH2:6][OH:7])[CH3:8].[CH3:9][S:10]([Cl:11])(=[O:12])=[O:13].[Cl:14][CH2:15][Cl:16]>>[CH2:1]([CH3:2])[S:3][CH:4]([CH2:5][CH2:6][O:7][S:10]([CH3:9])(=[O:12])=[O:13])[CH3:8]. Starting materials: COC(=O)c1c(I)cccc1CBr, CCOC(C)=O, Cc1ccccc1, CCCCCC, NCCCc1cccc(F)c1, [K+], [K+], O=C([O-])[O-]. Product: O=C1c2c(I)cccc2CN1CCCc1cccc(F)c1. Reaction SMILES: [CH3:1][O:2][C:3]([c:4]1[c:5]([CH2:11][Br:12])[cH:6][cH:7][cH:8][c:9]1[I:10])=[O:13].[CH3:31][CH2:32][O:33][C:34](=[O:35])[CH3:36].[CH3:37][c:38]1[cH:39][cH:40][cH:41][cH:42][cH:43]1.[CH3:44][CH2:45][CH2:46][CH2:47][CH2:48][CH3:49].[F:14][c:15]1[cH:16][c:17]([CH2:21][CH2:22][CH2:23][NH2:24])[cH:18][cH:19][cH:20]1.[K+:25].[K+:26].[O-:27][C:28]([O-:29])=[O:30]>>[C:3]1(=[O:13])[c:4]2[c:5]([cH:6][cH:7][cH:8][c:9]2[I:10])[CH2:11][N:24]1[CH2:23][CH2:22][CH2:21][c:17]1[cH:16][c:15]([F:14])[cH:20][cH:19][cH:18]1.